This data is from the Open Reaction Database (ORD), a public repository of structured organic reaction records. The task is: describe an organic reaction: reactants, conditions, products, and yield Starting materials: ClC=1C(=NC=CC1)N(C(C1=CC=C(C=C1)C=1C=NN(C1C(=O)OCC)C)=O)[C@H]1CN(CCC1)C(=O)OC(C)(C)C ((R)-tert-Butyl 3-(N-(3-chloropyridin-2-yl)-4-(5-(ethoxycarbonyl)-1-methyl-1H-pyrazol-4-yl)benzamido)piperidine-1-carboxylate), Cl (hydrochloric acid). The solvent is C(Cl)Cl (DCM), C(Cl)Cl (DCM). Conditions: time 19 hour. Product: ClC=1C(=NC=CC1)N(C(=O)C1=CC=C(C=C1)C=1C=NN(C1C(=O)OCC)C)[C@H]1CNCCC1 (ethyl 4-(4-{(3-chloropyridin-2-yl)[(3R)-piperidin-3-yl]carbamoyl}phenyl)-1-methyl-1H-pyrazole-5-carboxylate), solid. Isolated yield 97.0%. As a reaction SMILES: [Cl:1][C:2]1[C:3]([N:8]([C@@H:28]2[CH2:33][CH2:32][CH2:31][N:30](C(OC(C)(C)C)=O)[CH2:29]2)[C:9](=[O:27])[C:10]2[CH:15]=[CH:14][C:13]([C:16]3[CH:17]=[N:18][N:19]([CH3:26])[C:20]=3[C:21]([O:23][CH2:24][CH3:25])=[O:22])=[CH:12][CH:11]=2)=[N:4][CH:5]=[CH:6][CH:7]=1.Cl>C(Cl)Cl>[Cl:1][C:2]1[C:3]([N:8]([C@@H:28]2[CH2:33][CH2:32][CH2:31][NH:30][CH2:29]2)[C:9]([C:10]2[CH:15]=[CH:14][C:13]([C:16]3[CH:17]=[N:18][N:19]([CH3:26])[C:20]=3[C:21]([O:23][CH2:24][CH3:25])=[O:22])=[CH:12][CH:11]=2)=[O:27])=[N:4][CH:5]=[CH:6][CH:7]=1. Procedure details: The compound from Preparation 18 (R)-tert-Butyl 3-(N-(3-chloropyridin-2-yl)-4-(5-(ethoxycarbonyl)-1-methyl-1H-pyrazol-4-yl)benzamido)piperidine-1-carboxylate (145.87 g, 256.8 mmol) was dissolved in 1.4 L of DCM and then treated with hydrochloric acid (3 mol/L in cyclopentyl methyl ether, 428 mL, 1284 mmol). The reaction was stirred at room temperature for 19 h then 500 mL of DCM was added followed by warming to 40° C. and then filtering through Celite®. The filtrate was concentrated to 500 mL to... Reactants: BrC/C=C(/C(OCC)OCC)\C ((E)-4-bromo-1,1-diethoxy-2-methyl-2-butene), [I-].[K+] (potassium iodide), ClC1=C(C=CC(=C1)Cl)O (2,4-dichlorophenol), C([O-])([O-])=O.[K+].[K+] (potassium carbonate). Solvent: CN(C=O)C (dimethylformamide), O (water). Reaction conditions: time 5 hour. Yields the product ClC1=C(OC/C=C(/C=O)\C)C=CC(=C1)Cl ((E)-4(2,4-Dichlorophenoxy)-2-methyl-2-buten-1-al). The yield is 87.2%. As a reaction SMILES: Br[CH2:2]/[CH:3]=[C:4](\[CH3:12])/[CH:5](OCC)[O:6]CC.[Cl:13][C:14]1[CH:19]=[C:18]([Cl:20])[CH:17]=[CH:16][C:15]=1[OH:21].C(=O)([O-])[O-].[K+].[K+].[I-].[K+]>CN(C)C=O.O>[Cl:13][C:14]1[CH:19]=[C:18]([Cl:20])[CH:17]=[CH:16][C:15]=1[O:21][CH2:2]/[CH:3]=[C:4](\[CH3:12])/[CH:5]=[O:6] |f:2.3.4,5.6|. Procedure: In 100 ml dimethylformamide there is combined 34.9 g (E)-4-bromo-1,1-diethoxy-2-methyl-2-butene, 24.0 g 2,4-dichlorophenol, 40.5 g potassium carbonate and 2.37 g potassium iodide and stirred under nitrogen for about five hours. The resulting solution is poured into 500 ml deionized water and the solution extracted with two 200 ml portions diethylether which are then combined and washed first with 300 ml 10% aqueous potassium carbonate solution and then with three 400 ml portions of deionized wat... Reactants: C(C)(C)(C)OC(C1=C(C=CC(=C1)C(=O)N1C(=CC2=CC(=CC=C12)C#N)C=1C=NC=CC1)C)=O (5-(5-Cyano-2-pyridin-3-yl-indole-1-carbonyl)-2-methyl-benzoic acid tert-butyl ester). Solvent: FC(C(=O)O)(F)F (trifluoroacetic acid). Reaction conditions: time 1 hour. Yields the product C(#N)C=1C=C2C=C(N(C2=CC1)C(=O)C=1C=CC(=C(C(=O)O)C1)C)C=1C=NC=CC1 (5-(5-cyano-2-pyridin-3-yl-indole-1-carbonyl)-2-methyl-benzoic acid). RXN SMILES: C([O:5][C:6](=[O:33])[C:7]1[CH:12]=[C:11]([C:13]([N:15]2[C:23]3[C:18](=[CH:19][C:20]([C:24]#[N:25])=[CH:21][CH:22]=3)[CH:17]=[C:16]2[C:26]2[CH:27]=[N:28][CH:29]=[CH:30][CH:31]=2)=[O:14])[CH:10]=[CH:9][C:8]=1[CH3:32])(C)(C)C>FC(F)(F)C(O)=O>[C:24]([C:20]1[CH:19]=[C:18]2[C:23](=[CH:22][CH:21]=1)[N:15]([C:13]([C:11]1[CH:10]=[CH:9][C:8]([CH3:32])=[C:7]([CH:12]=1)[C:6]([OH:33])=[O:5])=[O:14])[C:16]([C:26]1[CH:27]=[N:28][CH:29]=[CH:30][CH:31]=1)=[CH:17]2)#[N:25]. Procedure: 5-(5-Cyano-2-pyridin-3-yl-indole-1-carbonyl)-2-methyl-benzoic acid tert-butyl ester is dissolved in trifluoroacetic acid (3 mL), and stirred at room temperature for 1 h. After removing the solvent, the residue is purified by HPLC with an X-bridge Phenyl using acetonitrile-0.1% trifluoroacetic acid as an eluent to yield 5-(5-cyano-2-pyridin-3-yl-indole-1-carbonyl)-2-methyl-benzoic acid. 1H NMR (400 MHz, DMSO-d6) δ ppm (TFA salt) 2.59 (s, 3H), 7.32 (s, 1H), 7.39-7.44 (m, 2H), 7.71-7.75 (m, 1H), 7.... The reactants are ClCCl, CC(=O)[O-], CCOCC, [Na+], O=[Cr](=O)([O-])Cl, OCCCCCCCOC1CCCCO1, c1cc[nH+]cc1. Product: O=CCCCCCCOC1CCCCO1. RXN SMILES: [CH2:32]([Cl:33])[Cl:34].[CH3:28][C:29](=[O:30])[O-:31].[CH3:35][CH2:36][O:37][CH2:38][CH3:39].[Na+:27].[O:16]=[Cr:17]([Cl:18])([O-:19])=[O:20].[O:1]1[CH:2]([O:7][CH2:8][CH2:9][CH2:10][CH2:11][CH2:12][CH2:13][CH2:14][OH:15])[CH2:3][CH2:4][CH2:5][CH2:6]1.[nH+:21]1[cH:22][cH:23][cH:24][cH:25][cH:26]1>>[O:1]1[CH:2]([O:7][CH2:8][CH2:9][CH2:10][CH2:11][CH2:12][CH2:13][CH:14]=[O:15])[CH2:3][CH2:4][CH2:5][CH2:6]1. The reactants are ClC1=C(C=O)C=CC=C1 (2-chlorobenzaldehyde), C(CC(=O)C)(=O)OC (methyl acetoacetate), Cl.C(C)(=N)N (acetamidine HCl), C(C)(=O)[O-].[Na+] (sodium acetate). Run in C(C)O (ethanol). Product: ClC1=C(C=CC=C1)C1N=C(NC(=C1C(=O)OC)C)C (Methyl 4-(2-chlorophenyl)-2,6-dimethyl-1,4-dihydro-pyrimidine-5-carboxylate). RXN SMILES: [Cl:1][C:2]1[CH:9]=[CH:8][CH:7]=[CH:6][C:3]=1[CH:4]=O.[C:10]([O:16][CH3:17])(=[O:15])[CH2:11][C:12]([CH3:14])=O.Cl.[C:19]([NH2:22])(=[NH:21])[CH3:20].C([O-])(=O)C.[Na+]>C(O)C>[Cl:1][C:2]1[CH:9]=[CH:8][CH:7]=[CH:6][C:3]=1[CH:4]1[C:11]([C:10]([O:16][CH3:17])=[O:15])=[C:12]([CH3:14])[NH:22][C:19]([CH3:20])=[N:21]1 |f:2.3,4.5|. Procedure: 8.42 g (60 mmols) of 2-chlorobenzaldehyde are boiled with 6.48 ml (60 mmols) of methyl acetoacetate, 6.72 g (60 mmols) of acetamidine HCl and 5.91 g (72 mmols) of anhydrous sodium acetate in 180 ml of ethanol for 18 hours. The mixture is cooled and concentrated. 100 ml of 1N hydrochloric acid and ethyl acetate are added to the resulting evaporation residue and the mixture is shaken thoroughly. The mixture is left to separate, the ethyl acetate phase is extracted by shaking with 100 ml of 1 N hyd... Starting materials: S(=O)(Cl)Cl (Thionyl chloride), OC1(C(CCC2=C(C=CC=C12)C)=O)C(F)(F)F (3,4-dihydro-1-hydroxy-5-methyl-1-(trifluoromethyl)-2(1H)-naphthalenone), C(C)(=O)OCC (ethyl acetate). The reagents and catalysts are CN(C1=CC=NC=C1)C (4-(dimethylamino)pyridine). Solvent: N1=CC=CC=C1 (pyridine), CCCCCC (hexane). Run at temperature 25 celsius. Product: CC1=C2C=CC(=C(C2=CC=C1)C(F)(F)F)O (5-Methyl-1-(trifluoromethyl)-2-naphthalenol). The yield is 99.7%. As a reaction SMILES: S(Cl)(Cl)=O.O[C:6]1([C:18]([F:21])([F:20])[F:19])[C:15]2[C:10](=[C:11]([CH3:16])[CH:12]=[CH:13][CH:14]=2)[CH2:9][CH2:8][C:7]1=[O:17].C(OCC)(=O)C>CN(C)C1C=CN=CC=1.N1C=CC=CC=1.CCCCCC>[CH3:16][C:11]1[CH:12]=[CH:13][CH:14]=[C:15]2[C:10]=1[CH:9]=[CH:8][C:7]([OH:17])=[C:6]2[C:18]([F:19])([F:20])[F:21]. Reported procedure: Thionyl chloride (0.33 mL, 4.52 mmol) was added dropwise at about 5° C. to a stirred solution of 3,4-dihydro-1-hydroxy-5-methyl-1-(trifluoromethyl)-2(1H)-naphthalenone (1.04 g, 4.26 mmol) and 4-(dimethylamino)pyridine (3.5 mg) in pyridine (0.73 mL) under dry nitrogen. The reaction mixture was stirred and allowed to warm slowly to 25° C. (about 45 min). The reaction was judged to be complete by tlc using silica gel thin layer plates and 20% (v/v) ethyl acetate in hexane as the mobile phase. The r... Reactants: BrCc1ccc2ccccc2c1, O=C([O-])[O-], CC(C)=O, [K+], [K+], O, COC(=O)c1cc(O)cc([N+](=O)[O-])c1. Product: COC(=O)c1cc(OCc2ccc3ccccc3c2)cc([N+](=O)[O-])c1. RXN SMILES: [Br:21][CH2:22][c:23]1[cH:24][c:25]2[cH:26][cH:27][cH:28][cH:29][c:30]2[cH:31][cH:32]1.[C:15](=[O:16])([O-:17])[O-:18].[CH3:34][C:35](=[O:36])[CH3:37].[K+:19].[K+:20].[OH2:33].[OH:1][c:2]1[cH:3][c:4]([C:5](=[O:6])[O:7][CH3:8])[cH:9][c:10]([N+:12](=[O:13])[O-:14])[cH:11]1>>[O:1]([c:2]1[cH:3][c:4]([C:5](=[O:6])[O:7][CH3:8])[cH:9][c:10]([N+:12](=[O:13])[O-:14])[cH:11]1)[CH2:22][c:23]1[cH:24][c:25]2[cH:26][cH:27][cH:28][cH:29][c:30]2[cH:31][cH:32]1. Starting materials: solution, CN (methyl amine), N1C(CC(C2=C1C=NOC2)=O)=O (1H-Pyrido[2,3-d]oxazin-2,4-dione), C(N)([O-])=O (carbamate), C(=O)=O (CO2). Run in C(C)O (ethanol), O1CCOCC1 (dioxane). Conditions: temperature 40 celsius, time 90 minute. Yields the product CNC(C1=C(N=CC=C1)N)=O (2-aminonicotinic acid methyl amide). Isolated yield 97.0%. RXN SMILES: [NH:1]1[C:6]2C=N[O:9][CH2:10][C:5]=2[C:4](=O)[CH2:3][C:2]1=O.C[NH2:14].[C:15](=O)([O-])[NH2:16].C(=O)=O>O1CCOCC1.C(O)C>[CH3:15][NH:16][C:10](=[O:9])[C:5]1[CH:4]=[CH:3][CH:2]=[N:1][C:6]=1[NH2:14]. Procedure: 14.96 g (0.09 mol) of 1H-Pyrido[2,3-d]oxazin-2,4-dione was suspended in 138 ml dioxane. The mixture is heated to 40° C. and 17 ml of a 33% solution of methyl amine in ethanol is added dropwise directly into the reaction mixture, to avoid carbamate formation with the evolving CO2. The reaction is allowed to continue for 90 minutes. After cooling down to room temperature, the formed precipitate is removed by filtration and the filtrate is concentrated to dryness. 13.2 g (97%) of 2-aminonicotinic a... Reactants: C(C)(C)(C)OC(NC=1SC[C@H]2[C@@](N1)(CO[C@@H]2C(F)(F)F)C2=C(C=CC(=C2)[N+](=O)[O-])F)=O (tert-Butyl((4aS,5S,7aS)-7a-(2-fluoro-5-nitrophenyl)-5-(trifluoromethyl)-4a,5,7,7a-tetrahydro-4H-furo[3,4-d][1,3]thiazin-2-yl)carbamate), O.O.[Sn](Cl)(Cl)(Cl)Cl (tin chloride dihydrate). Run in C(C)O (ethanol). Run at time 18 hour. Product: C(C)(C)(C)OC(NC=1SC[C@H]2[C@@](N1)(CO[C@@H]2C(F)(F)F)C2=C(C=CC(=C2)N)F)=O (tert-butyl((4aS,5S,7aS)-7a-(5-amino-2-fluorophenyl)-5-(trifluoromethyl)-4a,5,7,7a-tetrahydro-4H-furo[3,4-d][1,3]thiazin-2-yl)carbamate). Yield: 99.9%. As a reaction SMILES: [C:1]([O:5][C:6](=[O:31])[NH:7][C:8]1[S:9][CH2:10][C@@H:11]2[C@@H:16]([C:17]([F:20])([F:19])[F:18])[O:15][CH2:14][C@:12]2([C:21]2[CH:26]=[C:25]([N+:27]([O-])=O)[CH:24]=[CH:23][C:22]=2[F:30])[N:13]=1)([CH3:4])([CH3:3])[CH3:2].O.O.[Sn](Cl)(Cl)(Cl)Cl>C(O)C>[C:1]([O:5][C:6](=[O:31])[NH:7][C:8]1[S:9][CH2:10][C@@H:11]2[C@@H:16]([C:17]([F:18])([F:20])[F:19])[O:15][CH2:14][C@:12]2([C:21]2[CH:26]=[C:25]([NH2:27])[CH:24]=[CH:23][C:22]=2[F:30])[N:13]=1)([CH3:4])([CH3:2])[CH3:3] |f:1.2.3|. Reported procedure: tert-Butyl((4aS,5S,7aS)-7a-(2-fluoro-5-nitrophenyl)-5-(trifluoromethyl)-4a,5,7,7a-tetrahydro-4H-furo[3,4-d][1,3]thiazin-2-yl)carbamate (16.61 g) was dissolved in ethanol (250 mL) and tin chloride dihydrate (25.0 g) was added. After stirring at RT for 18 h, the solution was poured onto NaOH (2N aq., 300 mL) and celite° (˜50 g) was added. The resulting mixture was filtered through more celite° and extracted with EtOAc (2×500 mL). The combined organic portions were dried over MgSO4 and evaporated t...